From a dataset of the Open Reaction Database (ORD), a public repository of structured organic reaction records. describe an organic reaction: reactants, conditions, products, and yield Starting materials: ice water, C([O-])([O-])=O.[K+].[K+] (potassium carbonate), C(C=C)Cl (allyl chloride), C(=O)NC1=C(C=C(C=C1)[N+](=O)[O-])C (N-formyl-2-methyl-4-nitroaniline). Solvent: CN(C=O)C (dimethylformamide). Reaction conditions: time 8 hour. Yields the product C(C=C)N(C1=C(C=C(C=C1)[N+](=O)[O-])C)C=O (N-allyl-N-formyl-2-methyl-4-nitroaniline). Yield: 94.5%. Reaction SMILES: C(=O)([O-])[O-].[K+].[K+].[CH:7]([NH:9][C:10]1[CH:15]=[CH:14][C:13]([N+:16]([O-:18])=[O:17])=[CH:12][C:11]=1[CH3:19])=[O:8].[CH2:20](Cl)[CH:21]=[CH2:22]>CN(C)C=O>[CH2:22]([N:9]([CH:7]=[O:8])[C:10]1[CH:15]=[CH:14][C:13]([N+:16]([O-:18])=[O:17])=[CH:12][C:11]=1[CH3:19])[CH:21]=[CH2:20] |f:0.1.2|. Procedure: 155 g of potassium carbonate were introduced into 500 ml of dimethylformamide. 50 g (0.28 mol) of N-formyl-2-methyl-4-nitroaniline were added to this mixture to give an orange solution, which became blood-red after 128.6 g (136.8 ml, 1.68 mol) of allyl chloride were added. The resultant reaction mixture was stirred overnight and subsequently poured into 1.5 1 of ice water. The crude product which deposited was extracted twice from the aqueous phase with 400 ml of dichloromethane in each case. Th... Starting materials: ClCCl, Cc1cc(F)cc(C)c1CBr, CC#N, [Na+], [OH-], O, Cc1nc2cccc(O)c2[nH]1. Product: Cc1nc2cccc(OCc3c(C)cc(F)cc3C)c2[nH]1. RXN SMILES: [CH2:25]([Cl:26])[Cl:27].[CH3:14][c:15]1[c:16]([CH2:17][Br:18])[c:19]([CH3:24])[cH:20][c:21]([F:23])[cH:22]1.[CH3:28][C:29]#[N:30].[Na+:13].[OH-:12].[OH2:31].[OH:1][c:2]1[cH:3][cH:4][cH:5][c:6]2[n:7][c:8]([CH3:11])[nH:9][c:10]12>>[O:1]([c:2]1[cH:3][cH:4][cH:5][c:6]2[n:7][c:8]([CH3:11])[nH:9][c:10]12)[CH2:17][c:16]1[c:15]([CH3:14])[cH:22][c:21]([F:23])[cH:20][c:19]1[CH3:24].